Dataset: the Open Reaction Database (ORD), a public repository of structured organic reaction records. Task: describe an organic reaction: reactants, conditions, products, and yield Starting materials: CCCC(N)c1cc(C(F)(F)F)ccc1C(F)(F)F, O=Cc1ccc(C(F)(F)F)cc1. Product: CCCC(N=Cc1ccc(C(F)(F)F)cc1)c1cc(C(F)(F)F)ccc1C(F)(F)F. Reaction SMILES: [F:1][C:2]([c:3]1[c:4]([CH:13]([CH2:14][CH2:15][CH3:16])[NH2:17])[cH:5][c:6]([C:9]([F:10])([F:11])[F:12])[cH:7][cH:8]1)([F:18])[F:19].[F:20][C:21]([c:22]1[cH:23][cH:24][c:25]([CH:26]=[O:27])[cH:28][cH:29]1)([F:30])[F:31]>>[F:1][C:2]([c:3]1[c:4]([CH:13]([CH2:14][CH2:15][CH3:16])[N:17]=[CH:26][c:25]2[cH:24][cH:23][c:22]([C:21]([F:20])([F:30])[F:31])[cH:29][cH:28]2)[cH:5][c:6]([C:9]([F:10])([F:11])[F:12])[cH:7][cH:8]1)([F:18])[F:19]. Reactants: C(C1=CC=CC=C1)OC1C(C(CCC1)OC)O[Si](C)(C)C(C)(C)C (racemic [1-benzyloxy-3-methoxy-2-cyclohexanoxy]tert-butyl-dimethylsilane), C(C1=CC=CC=C1)OC1C(C(CCC1)OC)O[Si](C)(C)C(C)(C)C (racemic [1-benzyloxy-3-methoxy-2-cyclohexanoxy]tert-butyl-dimethylsilane). Run in C(C)(=O)OCC (ethyl acetate), [H][H] (hydrogen), [Pd] (Pd—C). Product: OC1C(C(CCC1)OC)O[Si](C)(C)C(C)(C)C (racemic [1-Hydroxy-3-methoxy-2-cyclohexanoxy]tert-butyl-dimethylsilane). As a reaction SMILES: [CH2:1]([O:8][CH:9]1[CH2:14][CH2:13][CH2:12][CH:11]([O:15]C)[CH:10]1[O:17][Si:18]([C:21]([CH3:24])([CH3:23])[CH3:22])([CH3:20])[CH3:19])C1C=CC=CC=1>C(OCC)(=O)C.[H][H].[Pd]>[OH:15][CH:11]1[CH2:12][CH2:13][CH2:14][CH:9]([O:8][CH3:1])[CH:10]1[O:17][Si:18]([C:21]([CH3:24])([CH3:23])[CH3:22])([CH3:20])[CH3:19]. Procedure: A solution of racemic [1-benzyloxy-3-methoxy-2-cyclohexanoxy]tert-butyl-dimethylsilane, 51e, (3.4 g, 9.7 mmol) was dissolved in ethyl acetate (50 mL) and hydrogenated under 45 PSI of hydrogen with Pd—C 10% for 1 h. The reaction mixture was filtered over a nylon/fiberglass filter to provide, after concentration in vacuo 2.72 g of desired product 51f. This material was used directly in the next step without further purification. Starting materials: ClC=1C(=NC=NC1Cl)N (5,6-dichloropyrimidin-4-amine), NCC1CCN(CC1)C(=O)OC(C)(C)C (tert-butyl 4-(aminomethyl)piperidine-1-carboxylate), C1(=CC=CC=C1)NC(C1=CC=C(C=C1)B1OC(C(O1)(C)C)(C)C)=O (N-phenyl-4-(4,4,5,5-tetramethyl-1,3,2-dioxaborolan-2-yl)benzamide), C(C=C)(=O)Cl (acryloylchloride). The product is C(C=C)(=O)N1CCC(CC1)CNC1=NC=NC(=C1C1=CC=C(C(=O)NC2=CC=CC=C2)C=C1)N (4-(4-(((1-acryloylpiperidin-4-yl)methyl)amino)-6-aminopyrimidin-5-yl)-N-phenylbenzamide). Reaction SMILES: Cl[C:2]1[C:3]([NH2:9])=[N:4][CH:5]=[N:6][C:7]=1Cl.[NH2:10][CH2:11][CH:12]1[CH2:17][CH2:16][N:15]([C:18]([O:20]C(C)(C)C)=O)[CH2:14][CH2:13]1.[C:25]1([NH:31][C:32](=[O:48])[C:33]2[CH:38]=[CH:37][C:36](B3OC(C)(C)C(C)(C)O3)=[CH:35][CH:34]=2)[CH:30]=[CH:29][CH:28]=[CH:27][CH:26]=1.[C:49](Cl)(=O)[CH:50]=C>>[C:18]([N:15]1[CH2:14][CH2:13][CH:12]([CH2:11][NH:10][C:7]2[C:2]([C:36]3[CH:37]=[CH:38][C:33]([C:32]([NH:31][C:25]4[CH:30]=[CH:29][CH:28]=[CH:27][CH:26]=4)=[O:48])=[CH:34][CH:35]=3)=[C:3]([NH2:9])[N:4]=[CH:5][N:6]=2)[CH2:17][CH2:16]1)(=[O:20])[CH:49]=[CH2:50]. Procedure details: 4-(4-(((1-acryloylpiperidin-4-yl)methyl)amino)-6-aminopyrimidin-5-yl)-N-phenylbenzamide was prepared from 5,6-dichloropyrimidin-4-amine, tert-butyl 4-(aminomethyl)piperidine-1-carboxylate, N-phenyl-4-(4,4,5,5-tetramethyl-1,3,2-dioxaborolan-2-yl)benzamide and acryloylchloride using methods B, C, D and F. HPLC: 99%. MS: m/z=457 [M+H]+. Starting materials: CCO, CCOC(=O)c1cc2c(Cl)c(F)ccc2[nH]1, [Na+], [OH-]. Product: O=C(O)c1cc2c(Cl)c(F)ccc2[nH]1. Reaction SMILES: [CH3:19][CH2:20][OH:21].[Cl:1][c:2]1[c:3]2[cH:4][c:5]([C:12](=[O:13])[O:14][CH2:15][CH3:16])[nH:6][c:7]2[cH:8][cH:9][c:10]1[F:11].[Na+:18].[OH-:17]>>[Cl:1][c:2]1[c:3]2[cH:4][c:5]([C:12](=[O:13])[OH:14])[nH:6][c:7]2[cH:8][cH:9][c:10]1[F:11]. Starting materials: CCOC(=O)CS(=O)(=O)Cl, ClCCl, CN([SiH](C)C)[Si](C)(C)C. The product is CCOC(=O)CS(N)(=O)=O. Reaction SMILES: [CH2:1]([CH3:2])[O:3][C:4](=[O:5])[CH2:6][S:7](=[O:8])(=[O:9])[Cl:10].[CH2:20]([Cl:21])[Cl:22].[CH3:11][SiH:12]([N:13]([CH3:15])[Si:16]([CH3:17])([CH3:18])[CH3:19])[CH3:14]>>[CH2:1]([CH3:2])[O:3][C:4](=[O:5])[CH2:6][S:7](=[O:8])(=[O:9])[NH2:13]. Reactants: COC(=O)c1cc(N2CC(c3ccccc3)CC2=O)cc(N(C)S(C)(=O)=O)c1, CO, [Na+], C1CCOC1, [OH-]. Product: CN(c1cc(C(=O)O)cc(N2CC(c3ccccc3)CC2=O)c1)S(C)(=O)=O. Reaction SMILES: [CH3:1][N:2]([c:3]1[cH:4][c:5]([C:6](=[O:7])[O:8][CH3:9])[cH:10][c:11]([N:13]2[C:14](=[O:24])[CH2:15][CH:16]([c:18]3[cH:19][cH:20][cH:21][cH:22][cH:23]3)[CH2:17]2)[cH:12]1)[S:25](=[O:26])(=[O:27])[CH3:28].[CH3:31][OH:32].[Na+:30].[O:33]1[CH2:34][CH2:35][CH2:36][CH2:37]1.[OH-:29]>>[CH3:1][N:2]([c:3]1[cH:4][c:5]([C:6](=[O:7])[OH:8])[cH:10][c:11]([N:13]2[C:14](=[O:24])[CH2:15][CH:16]([c:18]3[cH:19][cH:20][cH:21][cH:22][cH:23]3)[CH2:17]2)[cH:12]1)[S:25](=[O:26])(=[O:27])[CH3:28]. Yields the product CCOc1ncnc(C(F)(F)F)c1CO. RXN SMILES: [BH4-:16].[CH2:1]([CH3:2])[O:3][c:4]1[n:5][cH:6][n:7][c:8]([C:12]([F:13])([F:14])[F:15])[c:9]1[CH:10]=[O:11].[CH3:19][CH2:20][O:21][C:22](=[O:23])[CH3:24].[CH3:25][OH:26].[Na+:17].[OH2:18]>>[CH2:1]([CH3:2])[O:3][c:4]1[n:5][cH:6][n:7][c:8]([C:12]([F:13])([F:14])[F:15])[c:9]1[CH2:10][OH:11]. Starting materials: [BH4-], CCOc1ncnc(C(F)(F)F)c1C=O, CCOC(C)=O, CO, [Na+], O. Starting materials: FC=1C=C(C=C(C1)SC1=CC=C(C=C1)C(C)=O)[C@@]1(C[C@@H](OCC1)C)OC (4'-{5-fluoro-3-[(2S,4R)-4-methoxy-2-methyltetrahydropyran-4-yl]phenylthio]acetophenone), Cl.NO (hydroxylamine hydrochloride). Product: FC=1C=C(C=C(C1)SC1=CC=C(C=C1)/C(/C)=N/O)[C@@]1(C[C@@H](OCC1)C)OC ((E)-4'-{5-fluoro-3-[(2S,4R)-4-methoxy-2-methyltetrahydropyran-4-yl]phenylthio}acetophenone oxime). Isolated yield 66.0%. RXN SMILES: [F:1][C:2]1[CH:3]=[C:4]([C@@:18]2([O:25][CH3:26])[CH2:23][CH2:22][O:21][C@@H:20]([CH3:24])[CH2:19]2)[CH:5]=[C:6]([S:8][C:9]2[CH:14]=[CH:13][C:12]([C:15](=O)[CH3:16])=[CH:11][CH:10]=2)[CH:7]=1.Cl.[NH2:28][OH:29]>>[F:1][C:2]1[CH:3]=[C:4]([C@@:18]2([O:25][CH3:26])[CH2:23][CH2:22][O:21][C@@H:20]([CH3:24])[CH2:19]2)[CH:5]=[C:6]([S:8][C:9]2[CH:14]=[CH:13][C:12](/[C:15](=[N:28]/[OH:29])/[CH3:16])=[CH:11][CH:10]=2)[CH:7]=1 |f:1.2|. Reported procedure: Using an analogous procedure to that described in Example 25, 4'-{5-fluoro-3-[(2S,4R)-4-methoxy-2-methyltetrahydropyran-4-yl]phenylthio]acetophenone was reacted with hydroxylamine hydrochloride to give (E)-4'-{5-fluoro-3-[(2S,4R)-4-methoxy-2-methyltetrahydropyran-4-yl]phenylthio}acetophenone oxime in 66% yield, m.p. 105° C.;